Dataset: the Open Reaction Database (ORD), a public repository of structured organic reaction records. Task: describe an organic reaction: reactants, conditions, products, and yield The reactants are C([O-])(O)=O.[Na+] (sodium bicarbonate), C[Si](C)(C)CC(=O)N (trimethylsilylacetamide), NC1[C@@H]2N(C(=CCS2)C(=O)O)C1=O (7-amino-3-cephem-4-carboxylic acid), P(=O)(Cl)(Cl)Cl (Phosphoryl chloride), NC=1SC=C(N1)C(C(=O)O)=NOCC#C (2-(2-aminothiazol-4-yl)-2-propargyloxyiminoacetic acid), resultant solution, P(=O)(Cl)(Cl)Cl (Phosphoryl chloride), C[Si](C)(C)CC(=O)N (trimethylsilylacetamide). Solvent: O1CCCC1 (tetrahydrofuran), O1CCCC1 (tetrahydrofuran), O (water), CN(C=O)C (N,N-dimethylformamide). Conditions: time 10 minute. Product: NC=1SC=C(N1)C(C(=O)NC1[C@@H]2N(C(=CCS2)C(=O)O)C1=O)=NOCC#C (7-[2-(2-aminothiazol-4-yl)-2-propargyloxyiminoacetamido]-3-cephem-4-carboxylic acid). RXN SMILES: P(Cl)(Cl)(Cl)=O.[NH2:6][C:7]1[S:8][CH:9]=[C:10]([C:12](=[N:16][O:17][CH2:18][C:19]#[CH:20])[C:13]([OH:15])=O)[N:11]=1.C[Si](CC(N)=O)(C)C.[NH2:29][CH:30]1[C:40](=[O:41])[N:32]2[C:33]([C:37]([OH:39])=[O:38])=[CH:34][CH2:35][S:36][C@H:31]12.C(=O)(O)[O-].[Na+]>O1CCCC1.O.CN(C)C=O>[NH2:6][C:7]1[S:8][CH:9]=[C:10]([C:12](=[N:16][O:17][CH2:18][C:19]#[CH:20])[C:13]([NH:29][CH:30]2[C:40](=[O:41])[N:32]3[C:33]([C:37]([OH:39])=[O:38])=[CH:34][CH2:35][S:36][C@H:31]23)=[O:15])[N:11]=1 |f:4.5|. Procedure details: Phosphoryl chloride (1.4 g.) was added dropwise to a suspension of 2-(2-aminothiazol-4-yl)-2-propargyloxyiminoacetic acid (syn isomer, 1.7 g.) in tetrahydrofuran (15 ml.) below 7° C., and stirred at the same temperature for 10 minutes. Phosphoryl chloride (1.4 g.), trimethylsilylacetamide (1.3 g.) and N,N-dimethylformamide (0.76 g.) were added to a solution, and stirred for 20 minutes to prepare the activated acids solution. On the other hand, trimethylsilylacetamide (7.8 g.) was added to a susp... Starting materials: C1OC=2C=C(C=CC2O1)C=1C=CC2=C(C=C(CCO2)C(=O)O)C1 (7-(3,4-methlenedioxyphenyl)-2,3-dihydro-1-benzoxepine-4-carboxylic acid), CN(C1CCOCC1)CC1=CC=C(N)C=C1 (4-(N-methyl-N-(tetrahydropyran-4-yl)aminomethyl)aniline), ON1N=NC2=C1C=CC=C2 (1-hydroxy-benzotriazole), Cl.C(C)N=C=NCCCN(C)C (1-ethyl-3-(3-dimethylaminopropyl)carbodiimide hydrochloride). Reagents/catalysts: CN(C1=CC=NC=C1)C (4-dimethylaminopyridine). Run in C(C)N(CC)CC (triethylamine), O (water), CN(C=O)C (dimethylformamide). Conditions: time 18 hour. Yields the product O1CCC(=CC2=C1C=CC=C2)C(=O)N (2,3-dihydro-1-benzoxepine-4-carboxamide). Yield: 222.6%. RXN SMILES: C1OC2C=CC([C:10]3[CH:11]=[CH:12][C:13]4[O:19][CH2:18][CH2:17][C:16]([C:20](O)=[O:21])=[CH:15][C:14]=4[CH:23]=3)=CC=2O1.C[N:25](CC1C=CC(N)=CC=1)C1CCOCC1.ON1C2C=CC=CC=2N=N1.Cl.C(N=C=NCCCN(C)C)C>CN(C)C=O.CN(C)C1C=CN=CC=1.O.C(N(CC)CC)C>[O:19]1[C:13]2[CH:12]=[CH:11][CH:10]=[CH:23][C:14]=2[CH:15]=[C:16]([C:20]([NH2:25])=[O:21])[CH2:17][CH2:18]1 |f:3.4|. Reported procedure: To a solution of 7-(3,4-methlenedioxyphenyl)-2,3-dihydro-1-benzoxepine-4-carboxylic acid (0.14 g), 4-(N-methyl-N-(tetrahydropyran-4-yl)aminomethyl)aniline (0.11 g) and 1-hydroxy-benzotriazole (0.15 g) in dimethylformamide (10 ml) was added 1-ethyl-3-(3-dimethylaminopropyl)carbodiimide hydrochloride (0.13 g) under ice-cooling. Under nitrogen atmosphere, the reaction mixture was warmed to room temperature. To the mixture were added 4-dimethylaminopyridine (3 mg) and triethylamine (0.19 ml), and th... Starting materials: O=C([O-])[O-], ClCc1ccc(Cl)c(Cl)c1, [I-], [K+], [K+], [K+], N#Cc1cc2c([nH]1)CCCC2=O, CN(C)C=O. Product: N#Cc1cc2c(n1Cc1ccc(Cl)c(Cl)c1)CCCC2=O. As a reaction SMILES: [C:25](=[O:26])([O-:27])[O-:28].[Cl:13][c:14]1[cH:15][c:16]([CH2:17][Cl:18])[cH:19][cH:20][c:21]1[Cl:22].[I-:24].[K+:23].[K+:29].[K+:30].[O:1]=[C:2]1[c:3]2[cH:4][c:5]([C:11]#[N:12])[nH:6][c:7]2[CH2:8][CH2:9][CH2:10]1.[O:31]=[CH:32][N:33]([CH3:34])[CH3:35]>>[O:1]=[C:2]1[c:3]2[cH:4][c:5]([C:11]#[N:12])[n:6]([CH2:17][c:16]3[cH:15][c:14]([Cl:13])[c:21]([Cl:22])[cH:20][cH:19]3)[c:7]2[CH2:8][CH2:9][CH2:10]1.